This data is from the Open Reaction Database (ORD), a public repository of structured organic reaction records. The task is: describe an organic reaction: reactants, conditions, products, and yield Starting materials: CSC=1SC2=C(N1)C=CC(=C2)CNC2=NC=C(C=C2[N+](=O)[O-])C(F)(F)F (N-((2-(methylthio)benzo[d]thiazol-6-yl)methyl)-3-nitro-5-(trifluoromethyl)pyridin-2-amine), CC(=O)O (HOAc), CO (MeOH). Reagents/catalysts: [Zn] (zinc). Run in C(Cl)Cl (DCM), ice water. Conditions: temperature 0 celsius, time 2 hour. The product is CSC=1SC2=C(N1)C=CC(=C2)CNC2=NC=C(C=C2N)C(F)(F)F (N2-((2-(methylthio)benzo[d]thiazol-6-yl)methyl)-5-(trifluoromethyl)pyridine-2,3-diamine). Yield: 99.3%. Reaction SMILES: [CH3:1][S:2][C:3]1[S:4][C:5]2[CH:11]=[C:10]([CH2:12][NH:13][C:14]3[C:19]([N+:20]([O-])=O)=[CH:18][C:17]([C:23]([F:26])([F:25])[F:24])=[CH:16][N:15]=3)[CH:9]=[CH:8][C:6]=2[N:7]=1.CC(O)=O.CO>C(Cl)Cl.[Zn]>[CH3:1][S:2][C:3]1[S:4][C:5]2[CH:11]=[C:10]([CH2:12][NH:13][C:14]3[C:19]([NH2:20])=[CH:18][C:17]([C:23]([F:26])([F:24])[F:25])=[CH:16][N:15]=3)[CH:9]=[CH:8][C:6]=2[N:7]=1. Reported procedure: To a mixture of N-((2-(methylthio)benzo[d]thiazol-6-yl)methyl)-3-nitro-5-(trifluoromethyl)pyridin-2-amine (0.97 g, 2.42 mmol), HOAc (4 mL), and MeOH (4 mL) in DCM (30 mL) cooled in ice-water bath was slowly added zinc dust (1.6 g, 24.2 mmol). The reaction mixture was stirred at 0° C. for 2 h. The mixture was filtered and the filtrate was diluted with DCM and then washed with water and aq NaHCO3. The organic layer was dried over Na2SO4, filtered and concentrated under reduced pressure to afford N... The reactants are C(C#CC)N1C(=NC=2N=C(NC(C12)=O)Cl)N1CCN(CC1)C(=O)OC(C)(C)C (t-butyl 4-[7-(2-butynyl)-2-chloro-6-oxo-6,7-dihydro-1H-purin-8-yl]piperazine-1-carboxylate), CN(C=O)C (N,N-dimethylformamide), C(#N)C1=C(CBr)C=CC=C1 (2-cyanobenzyl bromide), C([O-])([O-])=O.[K+].[K+] (potassium carbonate). Run in O (water), C(C)(=O)OCC.CCCCCC (ethyl acetate hexane). Conditions: time 4 hour. Yields the product C(C#CC)N1C(=NC=2N=C(N(C(C12)=O)CC1=C(C=CC=C1)C#N)Cl)N1CCN(CC1)C(=O)OC(C)(C)C (t-Butyl 4-[7-(2-butynyl)-2-chloro-1-(2-cyanobenzyl)-6-oxo-6,7-dihydro-1H-purin-8-yl]piperazine-1-carboxylate). The yield is 39.0%. RXN SMILES: [CH2:1]([N:5]1[C:13]2[C:12](=[O:14])[NH:11][C:10]([Cl:15])=[N:9][C:8]=2[N:7]=[C:6]1[N:16]1[CH2:21][CH2:20][N:19]([C:22]([O:24][C:25]([CH3:28])([CH3:27])[CH3:26])=[O:23])[CH2:18][CH2:17]1)[C:2]#[C:3][CH3:4].[C:29]([C:31]1[CH:38]=[CH:37][CH:36]=[CH:35][C:32]=1[CH2:33]Br)#[N:30].C(=O)([O-])[O-].[K+].[K+].CN(C)C=O>O.C(OCC)(=O)C.CCCCCC>[CH2:1]([N:5]1[C:13]2[C:12](=[O:14])[N:11]([CH2:33][C:32]3[CH:35]=[CH:36][CH:37]=[CH:38][C:31]=3[C:29]#[N:30])[C:10]([Cl:15])=[N:9][C:8]=2[N:7]=[C:6]1[N:16]1[CH2:21][CH2:20][N:19]([C:22]([O:24][C:25]([CH3:28])([CH3:27])[CH3:26])=[O:23])[CH2:18][CH2:17]1)[C:2]#[C:3][CH3:4] |f:2.3.4,7.8|. Procedure: A mixture consisting of 100 mg of t-butyl 4-[7-(2-butynyl)-2-chloro-6-oxo-6,7-dihydro-1H-purin-8-yl]piperazine-1-carboxylate, 60 mg of 2-cyanobenzyl bromide, 68 mg of anhydrous potassium carbonate, and 1 ml of N,N-dimethylformamide was stirred at room temperature for 4 hours. Ethyl acetate/hexane (1/1) and water were added to the reaction solution. The insoluble material was removed by filtration. The filtrate was extracted with ethyl acetate. The organic layer was washed with water and then wit...